From a dataset of the Open Reaction Database (ORD), a public repository of structured organic reaction records. describe an organic reaction: reactants, conditions, products, and yield The reactants are ON=C(C(=O)OC(C)(C)C)C(C1=NC=CN=C1)=O (tert-Butyl 2-hydroxyimino-3-oxo-3-(2-pyrazinyl)propionate), C(C1=CC=CC=C1)N (benzylamine). Solvent: C(C)#N (acetonitrile). Yields the product C1(=CC=CC=C1)C=1NC(=C(N1)C(=O)OC(C)(C)C)C1=NC=CN=C1 (tert-butyl 2-phenyl-5-(2-pyrazinyl)imidazole-4-carboxylate). The yield is 19.0%. RXN SMILES: O[N:2]=[C:3]([C:11](=O)[C:12]1[CH:17]=[N:16][CH:15]=[CH:14][N:13]=1)[C:4]([O:6][C:7]([CH3:10])([CH3:9])[CH3:8])=[O:5].[CH2:19]([NH2:26])[C:20]1[CH:25]=[CH:24][CH:23]=[CH:22][CH:21]=1>C(#N)C>[C:20]1([C:19]2[NH:26][C:11]([C:12]3[CH:17]=[N:16][CH:15]=[CH:14][N:13]=3)=[C:3]([C:4]([O:6][C:7]([CH3:10])([CH3:9])[CH3:8])=[O:5])[N:2]=2)[CH:25]=[CH:24][CH:23]=[CH:22][CH:21]=1. Procedure: tert-Butyl 2-hydroxyimino-3-oxo-3-(2-pyrazinyl)propionate (4.1 g) and benzylamine (4.0 g) were dissolved in acetonitrile (100 ml), and the mixture was reacted and treated in the same manner as in Starting Material Synthetic Example 5 to give tert-butyl 2-phenyl-5-(2-pyrazinyl)imidazole-4-carboxylate (1.0 g), melting point 196-197° C. Reactants: O (Water), [H-].[Na+] (Sodium hydride), N1S(NC2=C1C=CC=C2)(=O)=O (1,3-dihydro-2,1,3-benzothiadiazole 2,2-dioxide), CN(C=O)C (dimethylformamide), CI (methyl iodide). Run at time 1 hour. Yields the product CN1S(N(C2=C1C=CC=C2)C)(=O)=O (1,3-Dimethyl-1,3-dihydro-2,1,3-benzothiadiazole 2,2-dioxide). Reaction SMILES: [H-].[Na+].[NH:3]1[C:7]2C=[CH:9][CH:10]=[CH:11][C:6]=2N[S:4]1(=[O:13])=[O:12].[CH3:14]I.O.C[N:18]([CH3:21])[CH:19]=O>>[CH3:21][N:18]1[C:19]2[CH:9]=[CH:10][CH:11]=[CH:6][C:7]=2[N:3]([CH3:14])[S:4]1(=[O:13])=[O:12] |f:0.1|. Reported procedure: Sodium hydride (5 g) was added to a solution of 1,3-dihydro-2,1,3-benzothiadiazole 2,2-dioxide (10 g) obtained in Reference Example 126 in dimethylformamide (100 ml), the mixture was stirred at room temperature for 1 hour, methyl iodide was added, and the mixture was stirred at room temperature for 18 hours. Water (200 g) was poured into the reaction mixture, extracted with ethyl acetate, and washed with brine. The organic layer was dried over anhydrous magnesium sulfate, and the solvent was eva... Reactants: O=C1CCC(=O)N1Br, CCOC(=O)C=C(C)c1cccc(C#N)c1, O=C(OOC(=O)c1ccccc1)c1ccccc1, ClC(Cl)(Cl)Cl, ClCCl. Product: CCOC(=O)C=C(CBr)c1cccc(C#N)c1. Reaction SMILES: [Br:17][N:18]1[C:19](=[O:20])[CH2:21][CH2:22][C:23]1=[O:24].[C:1](#[N:2])[c:3]1[cH:4][c:5]([C:9](=[CH:10][C:11](=[O:12])[O:13][CH2:14][CH3:15])[CH3:16])[cH:6][cH:7][cH:8]1.[C:25]([O:26][O:27][C:28](=[O:29])[c:30]1[cH:31][cH:32][cH:33][cH:34][cH:35]1)(=[O:36])[c:37]1[cH:38][cH:39][cH:40][cH:41][cH:42]1.[C:46]([Cl:47])([Cl:48])([Cl:49])[Cl:50].[Cl:43][CH2:44][Cl:45]>>[C:1](#[N:2])[c:3]1[cH:4][c:5]([C:9](=[CH:10][C:11](=[O:12])[O:13][CH2:14][CH3:15])[CH2:16][Br:17])[cH:6][cH:7][cH:8]1. Reactants: NC[C@@H]1CN(CCO[C@H]1C1=CC(=C(C=C1)Cl)F)C(=O)OC(C)(C)C (tert-butyl (6R,7R)-6-(aminomethyl)-7-(4-chloro-3-fluorophenyl)-1,4-oxazepane-4-carboxylate), ClCCCC(=O)Cl (4-chlorobutanoyl chloride). The product is Cl.ClC1=C(C=C(C=C1)[C@H]1[C@@H](CNCCO1)CN1C(CCC1)=O)F (1-{[(6S,7R)-7-(4-chloro-3-fluorophenyl)-1,4-oxazepan-6-yl]methyl}pyrrolidin-2-one monohydrochloride). RXN SMILES: [NH2:1][CH2:2][C@H:3]1[C@H:9]([C:10]2[CH:15]=[CH:14][C:13]([Cl:16])=[C:12]([F:17])[CH:11]=2)[O:8][CH2:7][CH2:6][N:5](C(OC(C)(C)C)=O)[CH2:4]1.Cl[CH2:26][CH2:27][CH2:28][C:29](Cl)=[O:30]>>[ClH:16].[Cl:16][C:13]1[CH:14]=[CH:15][C:10]([C@@H:9]2[O:8][CH2:7][CH2:6][NH:5][CH2:4][C@H:3]2[CH2:2][N:1]2[CH2:26][CH2:27][CH2:28][C:29]2=[O:30])=[CH:11][C:12]=1[F:17] |f:2.3|. Procedure details: Using tert-butyl (6R,7R)-6-(aminomethyl)-7-(4-chloro-3-fluorophenyl)-1,4-oxazepane-4-carboxylate and 4-chlorobutanoyl chloride, and by a method similar to that of Example 363, steps A and B and Example 39, step B, the title compound was obtained.